From a dataset of the Open Reaction Database (ORD), a public repository of structured organic reaction records. describe an organic reaction: reactants, conditions, products, and yield Starting materials: OC1=C(C(=O)C2=CC=CC=C2)C=CC(=C1)OCC1CO1 (2-hydroxy-4-(2,3-epoxypropoxy)benzophenone), C1(CCCCC1)ON1C(CC(CC1(C)C)O)(C)C (1-cyclohexyloxy-4-hydroxy-2,2,6,6-tetramethylpiperidine), P(O)(O)O (phosphorous acid). Run in C(C)(=O)OCC (ethyl acetate). Product: OC1=C(C(=O)C2=CC=CC=C2)C=CC(=C1)OCC(COC1CC(N(C(C1)(C)C)OC1CCCCC1)(C)C)O (2-Hydroxy-4-[3-(1-cyclohexyloxy-2,2,6,6-tetramethylpiperidin-4-yloxy) -2-hydroxypropoxy]benzophenone). Isolated yield 2.1%. Reaction SMILES: [OH:1][C:2]1[CH:15]=[C:14]([O:16][CH2:17][CH:18]2[O:20][CH2:19]2)[CH:13]=[CH:12][C:3]=1[C:4]([C:6]1[CH:11]=[CH:10][CH:9]=[CH:8][CH:7]=1)=[O:5].[CH:21]1([O:27][N:28]2[C:33]([CH3:35])([CH3:34])[CH2:32][CH:31]([OH:36])[CH2:30][C:29]2([CH3:38])[CH3:37])[CH2:26][CH2:25][CH2:24][CH2:23][CH2:22]1.P(O)(O)O>C(OCC)(=O)C>[OH:1][C:2]1[CH:15]=[C:14]([O:16][CH2:17][CH:18]([OH:20])[CH2:19][O:36][CH:31]2[CH2:32][C:33]([CH3:34])([CH3:35])[N:28]([O:27][CH:21]3[CH2:26][CH2:25][CH2:24][CH2:23][CH2:22]3)[C:29]([CH3:38])([CH3:37])[CH2:30]2)[CH:13]=[CH:12][C:3]=1[C:4]([C:6]1[CH:7]=[CH:8][CH:9]=[CH:10][CH:11]=1)=[O:5]. Reported procedure: A mixture of 5.0 g (18.5 mmol) of 2-hydroxy-4-(2,3-epoxypropoxy)benzophenone and 15.0 g (58.7 mmol) of 1-cyclohexyloxy-4-hydroxy-2,2,6,6-tetramethylpiperidine is heated to 80° and then treated with 0.5 g of phosphorous acid (99%). The reaction mixture is heated at 80°-90° C. for 6 hours, then cooled and dissolved in ethyl acetate (200 ml). The organic solution is washed with saturated sodium bicarbonate solution (100 ml), dried over magnesium sulfate, and evaporated to a yellow oil. Purification... Reactants: CC=1C=C(C=NC1OCC[C@H]1[C@H](C1)C1CCNCC1)CC(=O)OC(C)(C)C (tert-butyl (5-methyl-6-{2-[(1S,2R)-2-piperidin-4-ylcyclopropyl]ethoxy}pyridin-3-yl)acetate), C(=O)([O-])[O-].[K+].[K+] (K2CO3), N#CBr (cyanogen bromide). Solvent: C(Cl)Cl (DCM), C(Cl)Cl (DCM), C(Cl)Cl (DCM). Run at time 30 minute. Product: C(#N)N1CCC(CC1)[C@@H]1[C@@H](C1)CCOC1=C(C=C(C=N1)CC(=O)OC(C)(C)C)C (tert-butyl (6-{2-[(1S,2R)-2-(cyanopiperidin-4-yl)cyclopropyl]ethoxy}-5-methylpyridin-3-yl)acetate). RXN SMILES: [CH3:1][C:2]1[CH:3]=[C:4]([CH2:20][C:21]([O:23][C:24]([CH3:27])([CH3:26])[CH3:25])=[O:22])[CH:5]=[N:6][C:7]=1[O:8][CH2:9][CH2:10][C@@H:11]1[CH2:13][C@@H:12]1[CH:14]1[CH2:19][CH2:18][NH:17][CH2:16][CH2:15]1.C([O-])([O-])=O.[K+].[K+].[N:34]#[C:35]Br>C(Cl)Cl>[C:35]([N:17]1[CH2:16][CH2:15][CH:14]([C@H:12]2[CH2:13][C@H:11]2[CH2:10][CH2:9][O:8][C:7]2[N:6]=[CH:5][C:4]([CH2:20][C:21]([O:23][C:24]([CH3:27])([CH3:26])[CH3:25])=[O:22])=[CH:3][C:2]=2[CH3:1])[CH2:19][CH2:18]1)#[N:34] |f:1.2.3|. Procedure: To the solution of tert-butyl (5-methyl-6-{2-[(1S,2R)-2-piperidin-4-ylcyclopropyl]ethoxy}pyridin-3-yl)acetate (770 mg, 2.1 mmol) in 15 mL of DCM was added K2CO3 (3 eq., 852 mg, in 5 mL of water) at room temperature followed by addition of cyanogen bromide (1.2 eq., 0.85 mL of 3M soln in DCM) at room temperature. The mixture was then stirred for 30 min at room temperature and then diluted with 20 mL DCM. The solution was washed with sat'd NaHCO3 aq. soln, separated, dried over Na2SO4, filtered an... The reactants are Nc1ncccc1-n1cc(Br)cn1, CCCC[Sn](CCCC)(CCCC)Cc1ccc(OCc2ccccc2)cc1, CN1CCCC1=O, CC(=O)[O-], CC(=O)[O-], [Pd+2], Cc1ccccc1P(c1ccccc1C)c1ccccc1C. Product: Nc1ncccc1-n1cc(Cc2ccc(OCc3ccccc3)cc2)cn1. Reaction SMILES: [Br:1][c:2]1[cH:3][n:4][n:5](-[c:7]2[c:8]([NH2:13])[n:9][cH:10][cH:11][cH:12]2)[cH:6]1.[CH2:14]([c:15]1[cH:16][cH:17][cH:18][cH:19][cH:20]1)[O:21][c:22]1[cH:23][cH:24][c:25]([CH2:26][Sn:27]([CH2:28][CH2:29][CH2:30][CH3:31])([CH2:32][CH2:33][CH2:34][CH3:35])[CH2:36][CH2:37][CH2:38][CH3:39])[cH:40][cH:41]1.[CH3:73][N:74]1[CH2:75][CH2:76][CH2:77][C:78]1=[O:79].[O-:65][C:66]([CH3:67])=[O:68].[O-:69][C:70]([CH3:71])=[O:72].[Pd+2:64].[c:42]1([CH3:43])[cH:44][cH:45][cH:46][cH:47][c:48]1[P:49]([c:50]1[cH:51][cH:52][cH:53][cH:54][c:55]1[CH3:56])[c:57]1[cH:58][cH:59][cH:60][cH:61][c:62]1[CH3:63]>>[c:2]1([CH2:26][c:25]2[cH:24][cH:23][c:22]([O:21][CH2:14][c:15]3[cH:16][cH:17][cH:18][cH:19][cH:20]3)[cH:41][cH:40]2)[cH:3][n:4][n:5](-[c:7]2[c:8]([NH2:13])[n:9][cH:10][cH:11][cH:12]2)[cH:6]1. Reactants: N1[C@H](C(=O)O)CCC1 (L-proline), C(C1=CC=CC=C1)N=C=O (benzyl isocyanate), aqueous solution, C(CC(O)(C(=O)O)CC(=O)O)(=O)O (citric acid), C1(=CC=CC=C1)P(=O)(C1=CC=CC=C1)N=[N+]=[N-] (Diphenylphosphoryl azide), OC(COCC1=CC=CC=C1)[C@H]1NCCC1 ((S)-2-[1-hydroxy-2-(phenylmethyloxy)ethyl]pyrrolidine), C(C1=CC=CC=C1)NC(=O)N1[C@H](C(=O)O)CCC1 (N-(benzylaminocarbonyl)-L-proline). Run in CN(C)C=O (DMF), C(C)N(CC)CC (triethylamine), C(C)N(CC)CC (triethylamine). Run at time 8 hour. The product is OC(COCC1=CC=CC=C1)[C@H]1N(CCC1)C(=O)[C@H]1N(CCC1)C(=O)NCC1=CC=CC=C1 ((S)-2-[[(S)-2-(1-Hydroxy-2-(phenylmethyloxy)ethyl]-1-pyrrolidinyl]carbonyl]-N-(phenylmethyl)-1-pyrrolidinecarboxamide). As a reaction SMILES: C1(P(N=[N+]=[N-])(C2C=CC=CC=2)=O)C=CC=CC=1.[OH:18][CH:19]([C@@H:29]1[CH2:33][CH2:32][CH2:31][NH:30]1)[CH2:20][O:21][CH2:22][C:23]1[CH:28]=[CH:27][CH:26]=[CH:25][CH:24]=1.[CH2:34]([NH:41][C:42]([N:44]1[CH2:51][CH2:50][CH2:49][C@H:45]1[C:46](O)=[O:47])=[O:43])[C:35]1[CH:40]=[CH:39][CH:38]=[CH:37][CH:36]=1.N1CCC[C@H]1C(O)=O.C(N=C=O)C1C=CC=CC=1.C(O)(=O)CC(CC(O)=O)(C(O)=O)O>CN(C=O)C.C(N(CC)CC)C>[OH:18][CH:19]([C@@H:29]1[CH2:33][CH2:32][CH2:31][N:30]1[C:46]([C@@H:45]1[CH2:49][CH2:50][CH2:51][N:44]1[C:42]([NH:41][CH2:34][C:35]1[CH:40]=[CH:39][CH:38]=[CH:37][CH:36]=1)=[O:43])=[O:47])[CH2:20][O:21][CH2:22][C:23]1[CH:28]=[CH:27][CH:26]=[CH:25][CH:24]=1. Procedure: Diphenylphosphoryl azide (259.2 g), triethylamine (80.8 g) and (S)-2-[1-hydroxy-2-(phenylmethyloxy)ethyl]pyrrolidine (176.6 g) were added to a solution of N-(benzylaminocarbonyl)-L-proline obtained by stirring L-proline (91.9 g), benzyl isocyanate (90.3 g) and triethylamine (80.8 g) in DMF (900 ml) at room temperature for 1 hour, and the mixture was stirred at room temperature overnight. The reaction mixture was poured into a 7% aqueous solution of citric acid and extracted with ethyl acetate. T... The reactants are NC1=CC=C(OC(C(=O)O)(C)C)C=C1 (4-aminophenoxyisobutyric acid), C([O-])([O-])=O.[K+].[K+] (potassium carbonate), C(C1=CC=CC=C1)Br (benzyl bromide). The solvent is C(C)O (ethanol). Yields the product C(C1=CC=CC=C1)NC1=CC=C(OC(C(=O)O)(C)C)C=C1 (4-benzylamino-phenoxyisobutyric acid). RXN SMILES: [NH2:1][C:2]1[CH:14]=[CH:13][C:5]([O:6][C:7]([CH3:12])([CH3:11])[C:8]([OH:10])=[O:9])=[CH:4][CH:3]=1.C(=O)([O-])[O-].[K+].[K+].[CH2:21](Br)[C:22]1[CH:27]=[CH:26][CH:25]=[CH:24][CH:23]=1>C(O)C>[CH2:21]([NH:1][C:2]1[CH:3]=[CH:4][C:5]([O:6][C:7]([CH3:12])([CH3:11])[C:8]([OH:10])=[O:9])=[CH:13][CH:14]=1)[C:22]1[CH:27]=[CH:26][CH:25]=[CH:24][CH:23]=1 |f:1.2.3|. Reported procedure: A mixture of 1.95 g (0.01 mole) of 4-aminophenoxyisobutyric acid, 25 ml of ethanol, 1.76 g (0.02 mole) of potassium carbonate and 1.2 ml (0.01 mole) of benzyl bromide was stirred and refluxed for 24 hours. Most of the ethanol was evaporated. The residue was dissolved in water, charcoaled, filtered, and acidified water acetic acid to give an oily material which by cooling turned into a solid with a melting point of 194-196° C. The structure (shown below as Formula EX1) was confirmed by NMR spectr...